Dataset: the Open Reaction Database (ORD), a public repository of structured organic reaction records. Task: describe an organic reaction: reactants, conditions, products, and yield The reactants are Brc1cccc(C2OCCO2)c1, C=C(C)B1OC(C)(C)C(C)(C)O1, COCCOC, [Na+], [Na+], O=C([O-])[O-], O, c1ccc(P(c2ccccc2)(c2ccccc2)[Pd](P(c2ccccc2)(c2ccccc2)c2ccccc2)(P(c2ccccc2)(c2ccccc2)c2ccccc2)P(c2ccccc2)(c2ccccc2)c2ccccc2)cc1. RXN SMILES: [Br:1][c:2]1[cH:3][c:4]([CH:8]2[O:9][CH2:10][CH2:11][O:12]2)[cH:5][cH:6][cH:7]1.[C:13](=[CH2:14])([CH3:15])[B:16]1[O:17][C:18]([CH3:19])([CH3:20])[C:21]([CH3:22])([CH3:23])[O:24]1.[CH2:32]([CH2:33][O:34][CH3:35])[O:36][CH3:37].[Na+:25].[Na+:26].[O-:27][C:28](=[O:29])[O-:30].[OH2:31].[cH:38]1[cH:39][cH:40][c:41]([P:42]([Pd:43]([P:44]([c:45]2[cH:46][cH:47][cH:48][cH:49][cH:50]2)([c:51]2[cH:52][cH:53][cH:54][cH:55][cH:56]2)[c:57]2[cH:58][cH:59][cH:60][cH:61][cH:62]2)([P:63]([c:64]2[cH:65][cH:66][cH:67][cH:68][cH:69]2)([c:70]2[cH:71][cH:72][cH:73][cH:74][cH:75]2)[c:76]2[cH:77][cH:78][cH:79][cH:80][cH:81]2)[P:82]([c:83]2[cH:84][cH:85][cH:86][cH:87][cH:88]2)([c:89]2[cH:90][cH:91][cH:92][cH:93][cH:94]2)[c:95]2[cH:96][cH:97][cH:98][cH:99][cH:100]2)([c:101]2[cH:102][cH:103][cH:104][cH:105][cH:106]2)[c:107]2[cH:108][cH:109][cH:110][cH:111][cH:112]2)[cH:113][cH:114]1>>[c:2]1([C:13](=[CH2:14])[CH3:15])[cH:3][c:4]([CH:8]2[O:9][CH2:10][CH2:11][O:12]2)[cH:5][cH:6][cH:7]1. The product is C=C(C)c1cccc(C2OCCO2)c1.